Dataset: the Open Reaction Database (ORD), a public repository of structured organic reaction records. Task: describe an organic reaction: reactants, conditions, products, and yield The reactants are BrC(C(CC=O)(F)Cl)(F)F (4-bromo-3-chloro-3,4,4-trifluorobutanal), [BH4-].[Na+] (sodium borohydride). The product is BrC(C(CCO)(F)Cl)(F)F (4-bromo-3-chloro-3,4,4-trifiuorobutanol), ( IX ). As a reaction SMILES: [Br:1][C:2]([F:10])([F:9])[C:3]([Cl:8])([F:7])[CH2:4][CH:5]=[O:6].[BH4-].[Na+]>>[Br:1][C:2]([F:10])([F:9])[C:3]([Cl:8])([F:7])[CH2:4][CH2:5][OH:6] |f:1.2|. Procedure details: Alternatively, the intermediate VII can be reduced with sodium borohydride without isolation to give 4-bromo-3-chloro-3,4,4-trifiuorobutanol ((IX) in high yield; or by hydrolysis of 1,4-dibromo-2-chloro-1,1,2-trifiuorobutane (XVI) to give IX. Oxidation of IX with Jones reagent to give VIII in 85% yield. Starting materials: [Br-].C(CCC)[P+](CCO)(CCCC)CCCC (tri-n-butyl(2-hydroxyethyl)phosphonium bromide), COC1=CC=C(O)C=C1 (hydroquinone monomethyl ether), C(C(=C)C)(=O)Cl (methacryloyl chloride). Solvent: C(C)#N (acetonitrile). Reaction conditions: time 2 hour. The product is [Br-].C(CCC)[P+](CCOC(C(=C)C)=O)(CCCC)CCCC (tri-n-butyl(2-methacryloyloxyethyl)phosphonium bromide). RXN SMILES: [Br-:1].[CH2:2]([P+:6]([CH2:14][CH2:15][CH2:16][CH3:17])([CH2:10][CH2:11][CH2:12][CH3:13])[CH2:7][CH2:8][OH:9])[CH2:3][CH2:4][CH3:5].COC1C=CC(O)=CC=1.[C:27](Cl)(=[O:31])[C:28]([CH3:30])=[CH2:29]>C(#N)C>[Br-:1].[CH2:10]([P+:6]([CH2:2][CH2:3][CH2:4][CH3:5])([CH2:14][CH2:15][CH2:16][CH3:17])[CH2:7][CH2:8][O:9][C:27](=[O:31])[C:28]([CH3:30])=[CH2:29])[CH2:11][CH2:12][CH3:13] |f:0.1,5.6|. Procedure: Into a 1 L-four-necked flask equipped with a stirrer, a thermometer and a distillation line, was added the obtained tri-n-butyl(2-hydroxyethyl)phosphonium bromide dissolved in 500 ml of acetonitrile. The solution was heated under a normal pressure with stirring and about 200 ml of acetonitrile was distilled out. A condenser having a calcium chloride tube was installed and 1.5 g of hydroquinone monomethyl ether was added as a polymerization inhibitor, and 75.8 g (0.725 mol) of methacryloyl chlori... The reactants are CCCCC1CCC(OS(=O)(=O)c2ccc(C)cc2)C1, CS(C)=O, N#C[Na], O. Yields the product CCCCC1CCC(C#N)C1. As a reaction SMILES: [CH2:1]([CH2:2][CH2:3][CH3:4])[CH:5]1[CH2:6][CH:7]([O:10][S:11]([c:12]2[cH:13][cH:14][c:15]([CH3:16])[cH:17][cH:18]2)(=[O:19])=[O:20])[CH2:8][CH2:9]1.[CH3:24][S:25](=[O:26])[CH3:27].[Na:21][C:22]#[N:23].[OH2:28]>>[CH2:1]([CH2:2][CH2:3][CH3:4])[CH:5]1[CH2:6][CH:7]([C:22]#[N:23])[CH2:8][CH2:9]1. The reactants are ClCC(CC(=O)OCC)=O (ethyl 4-chloroacetoacetate), COC1=CC=C(C(C2=CC=C(C=C2)OC)=NO)C=C1 (4,4'-dimethoxybenzophenone oxime), COC1=CC=C(C(C2=CC=C(C=C2)OC)=NO)C=C1 (4,4'-dimethoxybenzophenone oxime), Cl (hydrochloric acid), CC(C)([O-])C.[K+] (potassium tert-butoxide). Run in CN(C=O)C (dimethylformamide). Reaction conditions: time 2 hour. Yields the product C(C)OC(=O)CC(CON=C(C1=CC=C(C=C1)OC)C1=CC=C(C=C1)OC)=O (4,4'-dimethoxybenzophenone O-(3-ethoxycarbonyl-2-oxopropyl)oxime). The yield is 80.4%. Reaction SMILES: [CH3:1][O:2][C:3]1[CH:19]=[CH:18][C:6]([C:7](=[N:16][OH:17])[C:8]2[CH:13]=[CH:12][C:11]([O:14][CH3:15])=[CH:10][CH:9]=2)=[CH:5][CH:4]=1.CC(C)([O-])C.[K+].Cl[CH2:27][C:28](=[O:35])[CH2:29][C:30]([O:32][CH2:33][CH3:34])=[O:31].Cl>CN(C)C=O>[CH2:33]([O:32][C:30]([CH2:29][C:28](=[O:35])[CH2:27][O:17][N:16]=[C:7]([C:8]1[CH:13]=[CH:12][C:11]([O:14][CH3:15])=[CH:10][CH:9]=1)[C:6]1[CH:18]=[CH:19][C:3]([O:2][CH3:1])=[CH:4][CH:5]=1)=[O:31])[CH3:34] |f:1.2|. Procedure details: 2.57 g (0.01 mol) of the 4,4'-dimethoxybenzophenone oxime as obtained in (1) was dissolved in 5 ml of dimethylformamide and 1.2 g of potassium tert-butoxide was added thereto under ice cooling. The resulting mixture was stirred for ten minutes. Then 1.8 g of ethyl 4-chloroacetoacetate was added thereto and the obtained mixture was stirred at room temperature. After two hours, the reaction mixture was poured into diluted hydrochloric acid and extracted with ethanol. The crude product thus obtaine... Reactants: CCCCCCCCCCCc1noc(-c2ccc(C=O)cc2)n1, NCc1csc2ccccc12. Product: CCCCCCCCCCCc1noc(-c2ccc(CNCc3csc4ccccc34)cc2)n1. Reaction SMILES: [CH2:1]([CH2:2][CH2:3][CH2:4][CH2:5][CH2:6][CH2:7][CH2:8][CH2:9][CH2:10][CH3:11])[c:12]1[n:13][o:14][c:15](-[c:17]2[cH:18][cH:19][c:20]([CH:21]=[O:22])[cH:23][cH:24]2)[n:16]1.[s:25]1[cH:26][c:27]([CH2:34][NH2:35])[c:28]2[c:29]1[cH:30][cH:31][cH:32][cH:33]2>>[CH2:1]([CH2:2][CH2:3][CH2:4][CH2:5][CH2:6][CH2:7][CH2:8][CH2:9][CH2:10][CH3:11])[c:12]1[n:13][o:14][c:15](-[c:17]2[cH:18][cH:19][c:20]([CH2:21][NH:35][CH2:34][c:27]3[cH:26][s:25][c:29]4[c:28]3[cH:33][cH:32][cH:31][cH:30]4)[cH:23][cH:24]2)[n:16]1.